This data is from the Open Reaction Database (ORD), a public repository of structured organic reaction records. The task is: describe an organic reaction: reactants, conditions, products, and yield Starting materials: FC(C=1C=C2C(=CC(=NC2=CC1)NN)C1=C(C=CC=C1)Cl)(F)F (6-(trifluoromethyl)-4-(o-chlorophenyl)-2-hydrazinoquinoline), C(C)(OCC)(OCC)OCC (triethyl orthoacetate). The solvent is C=1(C(=CC=CC1)C)C (xylene). Yields the product FC(C=1C=C2C(=CC=3N(C2=CC1)C(=NN3)C)C3=C(C=CC=C3)Cl)(F)F (7-(trifluoromethyl)-1-methyl-5-(o-chlorophenyl)-s-triazolo[4,3-a]quinoline). RXN SMILES: [F:1][C:2]([F:23])([F:22])[C:3]1[CH:4]=[C:5]2[C:10](=[CH:11][CH:12]=1)[N:9]=[C:8]([NH:13][NH2:14])[CH:7]=[C:6]2[C:15]1[CH:20]=[CH:19][CH:18]=[CH:17][C:16]=1[Cl:21].[C:24](OCC)(OCC)(OCC)[CH3:25]>C1(C)C(C)=CC=CC=1>[F:23][C:2]([F:1])([F:22])[C:3]1[CH:4]=[C:5]2[C:10](=[CH:11][CH:12]=1)[N:9]1[C:24]([CH3:25])=[N:14][N:13]=[C:8]1[CH:7]=[C:6]2[C:15]1[CH:20]=[CH:19][CH:18]=[CH:17][C:16]=1[Cl:21]. Procedure: In the manner given in Example 2, 6-(trifluoromethyl)-4-(o-chlorophenyl)-2-hydrazinoquinoline and triethyl orthoacetate are refluxed in xylene to give 7-(trifluoromethyl)-1-methyl-5-(o-chlorophenyl)-s-triazolo[4,3-a]quinoline The reactants are CS(=O)C (dimethyl sulfoxide), ClC=1N(C2=NC(=NC(=C2N1)N1CCOCC1)C=1C=NC(=NC1)N)CC1CC1 (5-[8-chloro-9-(cyclopropylmethyl)-6-morpholin-4-yl-9H-purin-2-yl]pyrimidin-2-amine), S(=O)(=O)(C)N1CCNCC1 (N-mesylpiperazine), S(=O)(=O)(C)N1CCNCC1 (N-mesylpiperazine). The solvent is ClCCl.CO (dichloromethane methanol). Reaction conditions: time 4 hour. The product is C1(CC1)CN1C2=NC(=NC(=C2N=C1N1CCN(CC1)S(=O)(=O)C)N1CCOCC1)C=1C=NC(=NC1)N (5-{9-(Cyclopropylmethyl)-8-[4-(methylsulfonyl)piperazin-1-yl]-6-morpholin-4-yl-9H-purin-2-yl}pyrimidin-2-amine). Yield: 66.7%. Reaction SMILES: CS(C)=O.Cl[C:6]1[N:7]([CH2:28][CH:29]2[CH2:31][CH2:30]2)[C:8]2[C:13]([N:14]=1)=[C:12]([N:15]1[CH2:20][CH2:19][O:18][CH2:17][CH2:16]1)[N:11]=[C:10]([C:21]1[CH:22]=[N:23][C:24]([NH2:27])=[N:25][CH:26]=1)[N:9]=2.[S:32]([N:36]1[CH2:41][CH2:40][NH:39][CH2:38][CH2:37]1)([CH3:35])(=[O:34])=[O:33]>ClCCl.CO>[CH:29]1([CH2:28][N:7]2[C:6]([N:39]3[CH2:40][CH2:41][N:36]([S:32]([CH3:35])(=[O:34])=[O:33])[CH2:37][CH2:38]3)=[N:14][C:13]3[C:8]2=[N:9][C:10]([C:21]2[CH:22]=[N:23][C:24]([NH2:27])=[N:25][CH:26]=2)=[N:11][C:12]=3[N:15]2[CH2:20][CH2:19][O:18][CH2:17][CH2:16]2)[CH2:31][CH2:30]1 |f:3.4|. Reported procedure: A dimethyl sulfoxide solution (1.0 ml) of 5-[8-chloro-9-(cyclopropylmethyl)-6-morpholin-4-yl-9H-purin-2-yl]pyrimidin-2-amine (101.9 mg, 0.26 mmol) and N-mesylpiperazine (125.8 mg, 0.77 mmol) was heated at 140° C. and stirred for 4 hours followed by the addition of N-mesylpiperazine (83.8 mg, 0.51 mmol) and the resulting mixture was further stirred at 140° C. for 3 hours. The reaction mixture was left standing to cool followed by the addition of dichloromethane-methanol (10:1) and washed with sat... Starting materials: Cn1nc(Cl)cc(Br)c1=O, CN1CCN(c2ccc(N)nc2)CC1, ClCCl, O=C(C=Cc1ccccc1)C=Cc1ccccc1, C1COCCO1, O=C(C=Cc1ccccc1)C=Cc1ccccc1, O=C(C=Cc1ccccc1)C=Cc1ccccc1, O, [Pd], [Pd], CC1(C)c2cccc(P(c3ccccc3)c3ccccc3)c2Oc2c(P(c3ccccc3)c3ccccc3)cccc21. Yields the product CN1CCN(c2ccc(Nc3cc(Cl)nn(C)c3=O)nc2)CC1. As a reaction SMILES: [Br:15][c:16]1[c:17](=[O:24])[n:18]([CH3:23])[n:19][c:20]([Cl:22])[cH:21]1.[CH3:1][N:2]1[CH2:3][CH2:4][N:5]([c:8]2[cH:9][cH:10][c:11]([NH2:14])[n:12][cH:13]2)[CH2:6][CH2:7]1.[Cl:73][CH2:74][Cl:75].[O:115]=[C:116]([CH:117]=[CH:118][c:119]1[cH:120][cH:121][cH:122][cH:123][cH:124]1)[CH:125]=[CH:126][c:127]1[cH:128][cH:129][cH:130][cH:131][cH:132]1.[O:67]1[CH2:68][CH2:69][O:70][CH2:71][CH2:72]1.[O:79]=[C:80]([CH:81]=[CH:82][c:83]1[cH:84][cH:85][cH:86][cH:87][cH:88]1)[CH:89]=[CH:90][c:91]1[cH:92][cH:93][cH:94][cH:95][cH:96]1.[O:97]=[C:98]([CH:99]=[CH:100][c:101]1[cH:102][cH:103][cH:104][cH:105][cH:106]1)[CH:107]=[CH:108][c:109]1[cH:110][cH:111][cH:112][cH:113][cH:114]1.[OH2:76].[Pd:77].[Pd:78].[c:25]1([P:26]([c:27]2[cH:28][cH:29][cH:30][cH:31][cH:32]2)[c:33]2[c:34]3[c:58]([cH:59][cH:60][cH:61]2)[C:55]([CH3:56])([CH3:57])[c:37]2[c:36]([c:41]([P:42]([c:43]4[cH:44][cH:45][cH:46][cH:47][cH:48]4)[c:49]4[cH:50][cH:51][cH:52][cH:53][cH:54]4)[cH:40][cH:39][cH:38]2)[O:35]3)[cH:62][cH:63][cH:64][cH:65][cH:66]1>>[CH3:1][N:2]1[CH2:3][CH2:4][N:5]([c:8]2[cH:9][cH:10][c:11]([NH:14][c:16]3[c:17](=[O:24])[n:18]([CH3:23])[n:19][c:20]([Cl:22])[cH:21]3)[n:12][cH:13]2)[CH2:6][CH2:7]1.